This data is from the Open Reaction Database (ORD), a public repository of structured organic reaction records. The task is: describe an organic reaction: reactants, conditions, products, and yield The reactants are CI (methyl iodide), CC=1C(NC(N([C@H]2[C@H](O)[C@H](O)[C@@H](CO)O2)C1)=S)=O (5-methyl-2-thiouridine), C(CCC)[Sn](CCCC)=O (dibutyltin oxide), CI (methyl iodide). The reagents and catalysts are [I-].C(CCC)[N+](CCCC)(CCCC)CCCC (tetrabutyl ammonium iodide). Solvent: C(Cl)Cl (methylene chloride), CN(C)C=O (DMF). Reaction conditions: temperature 50 celsius. The product is CO[C@H]1[C@@H](O[C@@H]([C@H]1O)CO)N1C(=S)NC(=O)C(=C1)C (2′-O-methyl-5-methyl-2-thiouridine). Reaction SMILES: [CH3:1][C:2]1[C:3](=[O:18])[NH:4][C:5](=[S:17])[N:6]([CH:16]=1)[C@@H:7]1[O:15][C@H:12]([CH2:13][OH:14])[C@@H:10]([OH:11])[C@H:8]1[OH:9].[CH2:19]([Sn](=O)CCCC)CCC.CI>CN(C=O)C.[I-].C([N+](CCCC)(CCCC)CCCC)CCC.C(Cl)Cl>[CH3:19][O:9][C@@H:8]1[C@H:10]([OH:11])[C@@H:12]([CH2:13][OH:14])[O:15][C@H:7]1[N:6]1[CH:16]=[C:2]([CH3:1])[C:3](=[O:18])[NH:4][C:5]1=[S:17] |f:4.5|. Reported procedure: To a stirred solution of 5-methyl-2-thiouridine (0.500 g, 1.8 mmol) in DMF (10 ml) is added dibutyltin oxide (0.500 g, 2.0 mmol), tetrabutyl ammonium iodide (0.738 g, 2 mmol), and methyl iodide (1.022 g, 7.2 mmol). The reaction flask is sealed and heated at 50° C. for 16 hours. The mixture is cooled and another portion of methyl iodide is added (1.022 g, 7.2 mmol) and the reaction heated for an additional 16 hours. At the end of this time, the reaction mixture is cooled to room temperature and d... The reactants are C(C1=CC=CC=C1)C=1C(=NC=2C=CC3=C(C2N1)C=CC(=C3)O)NC(C)=O (N-(2-Benzyl-8-hydroxybenzo[f]quinoxalin-3-yl)acetamide). Run in CO (methanol). Conditions: temperature 65 celsius, time 14 hour. The product is NC1=NC=2C=CC3=C(C2N=C1CC1=CC=CC=C1)C=CC(=C3)O (3-amino-2-benzylbenzo[f]quinoxalin-8-ol). Reaction SMILES: [CH2:1]([C:8]1[C:9]([NH:23]C(=O)C)=[N:10][C:11]2[CH:12]=[CH:13][C:14]3[CH:21]=[C:20]([OH:22])[CH:19]=[CH:18][C:15]=3[C:16]=2[N:17]=1)[C:2]1[CH:7]=[CH:6][CH:5]=[CH:4][CH:3]=1>CO>[NH2:23][C:9]1[C:8]([CH2:1][C:2]2[CH:7]=[CH:6][CH:5]=[CH:4][CH:3]=2)=[N:17][C:16]2[C:15]3[CH:18]=[CH:19][C:20]([OH:22])=[CH:21][C:14]=3[CH:13]=[CH:12][C:11]=2[N:10]=1. Procedure: A solution of the obtained crude product of N-(2-benzyl-8-hydroxybenzo[f]quinoxalin-3-yl)acetamide (13) in methanol (20 mL) was heated to 65° C. and stirred overnight (14 hours). After cooling to room temperature, the solution was concentrated under reduced pressure and the residue was purified by silica gel flash column chromatography (n-hexane/ethyl acetate=1/1→1/10) to give 3-amino-2-benzylbenzo[f]quinoxalin-8-ol (14, ν-coelenteramine) (51.3 mg, 170 mmol, quant., two steps) as an ocherous sol...